From a dataset of the Open Reaction Database (ORD), a public repository of structured organic reaction records. describe an organic reaction: reactants, conditions, products, and yield The reactants are [OH-].[Li+] (lithium hydroxide), COC(C1=CC(=C(C=C1)F)COC1=CC=C(C=C1)C1=C(C=C(C(=C1)F)F)OC)=O (3-(4′,5′-Difluoro-2′-methoxybiphenyl-4-yloxymethyl)-4-fluorobenzoic acid methyl ester), CO (methanol). Solvent: C1CCOC1 (THF). Yields the product FC1=CC(=C(C=C1F)C1=CC=C(C=C1)OCC=1C=C(C(=O)O)C=CC1F)OC (3-(4′,5′-difluoro-2′-methoxybiphenyl-4-yloxymethyl)-4-fluorobenzoic acid). The yield is 94.9%. RXN SMILES: C[O:2][C:3](=[O:29])[C:4]1[CH:9]=[CH:8][C:7]([F:10])=[C:6]([CH2:11][O:12][C:13]2[CH:18]=[CH:17][C:16]([C:19]3[CH:24]=[C:23]([F:25])[C:22]([F:26])=[CH:21][C:20]=3[O:27][CH3:28])=[CH:15][CH:14]=2)[CH:5]=1.[OH-].[Li+].CO>C1COCC1>[F:26][C:22]1[C:23]([F:25])=[CH:24][C:19]([C:16]2[CH:15]=[CH:14][C:13]([O:12][CH2:11][C:6]3[CH:5]=[C:4]([CH:9]=[CH:8][C:7]=3[F:10])[C:3]([OH:29])=[O:2])=[CH:18][CH:17]=2)=[C:20]([O:27][CH3:28])[CH:21]=1 |f:1.2|. Procedure: 3-(4′,5′-Difluoro-2′-methoxybiphenyl-4-yloxymethyl)-4-fluorobenzoic acid methyl ester (0.76 g, 1.9 mmol) was dissolved in THF (10 mL) and lithium hydroxide solution (0.5N, 8 mL) was added followed by addition of methanol (2 mL). The mixture was refluxed for 2 hrs and solvents were evaporated. The mixture was extracted with ether and water. The aqueous layer was treated with hydrochloric acid (1N, 5 mL) and extracted with ethyl acetate. The organic layer was washed with brine and dried over sodiu...